This data is from the Open Reaction Database (ORD), a public repository of structured organic reaction records. The task is: describe an organic reaction: reactants, conditions, products, and yield Starting materials: CCOC(=O)Cl, CCOc1ccc2c(c1-c1ncnc3c(C(=O)NC4CCNCC4)c[nH]c13)OCO2. The product is CCOC(=O)N1CCC(NC(=O)c2c[nH]c3c(-c4c(OCC)ccc5c4OCO5)ncnc23)CC1. Reaction SMILES: [Cl:31][C:32](=[O:33])[O:34][CH2:35][CH3:36].[NH:1]1[CH2:2][CH2:3][CH:4]([NH:7][C:8](=[O:9])[c:10]2[cH:11][nH:12][c:13]3[c:14]2[n:15][cH:16][n:17][c:18]3-[c:19]2[c:20]([O:28][CH2:29][CH3:30])[cH:21][cH:22][c:23]3[c:27]2[O:26][CH2:25][O:24]3)[CH2:5][CH2:6]1>>[N:1]1([C:32](=[O:33])[O:34][CH2:35][CH3:36])[CH2:2][CH2:3][CH:4]([NH:7][C:8](=[O:9])[c:10]2[cH:11][nH:12][c:13]3[c:14]2[n:15][cH:16][n:17][c:18]3-[c:19]2[c:20]([O:28][CH2:29][CH3:30])[cH:21][cH:22][c:23]3[c:27]2[O:26][CH2:25][O:24]3)[CH2:5][CH2:6]1.